Dataset: the Open Reaction Database (ORD), a public repository of structured organic reaction records. Task: describe an organic reaction: reactants, conditions, products, and yield Reactants: B, O=C(Oc1ccc2c(c1)CCC2=O)c1ccccc1, C1CCOC1, C1CCOC1. Product: O=C(Oc1ccc2c(c1)CCC2O)c1ccccc1. RXN SMILES: [BH3:1].[C:7]([c:8]1[cH:9][cH:10][cH:11][cH:12][cH:13]1)(=[O:14])[O:15][c:16]1[cH:17][c:18]2[c:22]([cH:23][cH:24]1)[C:21](=[O:25])[CH2:20][CH2:19]2.[CH2:26]1[O:27][CH2:28][CH2:29][CH2:30]1.[CH2:2]1[O:3][CH2:4][CH2:5][CH2:6]1>>[C:7]([c:8]1[cH:9][cH:10][cH:11][cH:12][cH:13]1)(=[O:14])[O:15][c:16]1[cH:17][c:18]2[c:22]([cH:23][cH:24]1)[CH:21]([OH:25])[CH2:20][CH2:19]2. Reactants: CC(C)(C)OC(=O)N1C(CNc2ccccc2)COC1(C)C, CC(=O)O[BH-](OC(C)=O)OC(C)=O, C=C(C)OC, ClCCCl, [Na+], O=C(O)C(F)(F)F. The product is CC(C)N(CC1COC(C)(C)N1C(=O)OC(C)(C)C)c1ccccc1. As a reaction SMILES: [C:1]([CH3:2])([CH3:3])([CH3:4])[O:5][C:6](=[O:7])[N:8]1[C:9]([CH3:21])([CH3:22])[O:10][CH2:11][CH:12]1[CH2:13][NH:14][c:15]1[cH:16][cH:17][cH:18][cH:19][cH:20]1.[C:35]([O:36][BH-:37]([O:38][C:39](=[O:40])[CH3:41])[O:42][C:43](=[O:44])[CH3:45])(=[O:46])[CH3:47].[CH3:23][O:24][C:25](=[CH2:26])[CH3:27].[Cl:49][CH2:50][CH2:51][Cl:52].[Na+:48].[OH:28][C:29]([C:30]([F:31])([F:32])[F:33])=[O:34]>>[C:1]([CH3:2])([CH3:3])([CH3:4])[O:5][C:6](=[O:7])[N:8]1[C:9]([CH3:21])([CH3:22])[O:10][CH2:11][CH:12]1[CH2:13][N:14]([c:15]1[cH:16][cH:17][cH:18][cH:19][cH:20]1)[CH:25]([CH3:26])[CH3:27]. Starting materials: O=C([O-])[O-], CCCC[N+](CCCC)(CCCC)CCCC, CC#N, O=C(CCl)N1CCc2ccccc2C1C1CCCCC1, Cl, [I-], [K+], [K+], NCC1(O)CCCCC1. The product is O=C(CNCC1(O)CCCCC1)N1CCc2ccccc2C1C1CCCCC1. As a reaction SMILES: [C:21](=[O:22])([O-:23])[O-:24].[CH2:41]([N+:42]([CH2:43][CH2:44][CH2:45][CH3:46])([CH2:47][CH2:48][CH2:49][CH3:50])[CH2:51][CH2:52][CH2:53][CH3:54])[CH2:55][CH2:56][CH3:57].[CH3:37][C:38]#[N:39].[Cl:1][CH2:2][C:3](=[O:4])[N:5]1[CH:6]([CH:15]2[CH2:16][CH2:17][CH2:18][CH2:19][CH2:20]2)[c:7]2[cH:8][cH:9][cH:10][cH:11][c:12]2[CH2:13][CH2:14]1.[ClH:27].[I-:40].[K+:25].[K+:26].[NH2:28][CH2:29][C:30]1([OH:36])[CH2:31][CH2:32][CH2:33][CH2:34][CH2:35]1>>[CH2:2]([C:3](=[O:4])[N:5]1[CH:6]([CH:15]2[CH2:16][CH2:17][CH2:18][CH2:19][CH2:20]2)[c:7]2[cH:8][cH:9][cH:10][cH:11][c:12]2[CH2:13][CH2:14]1)[NH:28][CH2:29][C:30]1([OH:36])[CH2:31][CH2:32][CH2:33][CH2:34][CH2:35]1. The reactants are CC(C)([O-])C.[K+] (Potassium tert-butoxide), C(C1=CC=CC=C1)N(C1=NC(=CC(=C1[N+](=O)[O-])N)Br)CC1=CC=CC=C1 (N2,N2-dibenzyl-6-bromo-3-nitro-pyridine-2,4-diamine). Run in C1CCOC1 (THF). Run at time 5 minute. Product: C(C1=CC=CC=C1)N(C1=NC(=CC(=C1[N+](=O)[O-])NCC=1C=NC(=CC1)C)Br)CC1=CC=CC=C1 (N2,N2-Dibenzyl-6-bromo-N4-(6-methyl-pyridin-3-ylmethyl)-3-nitropyridine-2,4-diamine). Reaction SMILES: [CH3:1][C:2]([CH3:5])([O-])[CH3:3].[K+].[CH2:7]([N:14]([CH2:26][C:27]1[CH:32]=[CH:31][CH:30]=[CH:29][CH:28]=1)[C:15]1[C:20]([N+:21]([O-:23])=[O:22])=[C:19]([NH2:24])[CH:18]=[C:17]([Br:25])[N:16]=1)[C:8]1[CH:13]=[CH:12][CH:11]=[CH:10][CH:9]=1>C1COCC1>[CH2:26]([N:14]([CH2:7][C:8]1[CH:9]=[CH:10][CH:11]=[CH:12][CH:13]=1)[C:15]1[C:20]([N+:21]([O-:23])=[O:22])=[C:19]([NH:24][CH2:1][C:2]2[CH:5]=[N:21][C:20]([CH3:15])=[CH:19][CH:3]=2)[CH:18]=[C:17]([Br:25])[N:16]=1)[C:27]1[CH:32]=[CH:31][CH:30]=[CH:29][CH:28]=1 |f:0.1|. Procedure: Potassium tert-butoxide (448 mg) was added portion-wise to a cooled solution (−18° C.—salt/ice bath) of N2,N2-dibenzyl-6-bromo-3-nitro-pyridine-2,4-diamine (1500 mg, 3.63 mmol) in THF (40 ml) under nitrogen. The solution changed from yellow to deep red/orange on addition of base. The solution was left to stir in the cooling bath for 5 minutes. Starting materials: CC(=O)O[BH-](OC(C)=O)OC(C)=O, O=C([O-])O, C1CNC1, CC(=O)O, Cn1nc(Cl)cc(Nc2ccc(OC(C)(C)C=O)cn2)c1=O, ClCCl, [Na+], [Na+]. The product is Cn1nc(Cl)cc(Nc2ccc(OC(C)(C)CN3CCC3)cn2)c1=O. Reaction SMILES: [C:23]([O:24][BH-:25]([O:26][C:27](=[O:28])[CH3:29])[O:30][C:31](=[O:32])[CH3:33])(=[O:34])[CH3:35].[C:45](=[O:46])([OH:47])[O-:48].[CH2:41]1[CH2:42][NH:43][CH2:44]1.[CH3:37][C:38](=[O:39])[OH:40].[Cl:1][c:2]1[cH:3][c:4]([NH:10][c:11]2[cH:12][cH:13][c:14]([O:17][C:18]([CH:19]=[O:20])([CH3:21])[CH3:22])[cH:15][n:16]2)[c:5](=[O:9])[n:6]([CH3:8])[n:7]1.[Cl:50][CH2:51][Cl:52].[Na+:36].[Na+:49]>>[Cl:1][c:2]1[cH:3][c:4]([NH:10][c:11]2[cH:12][cH:13][c:14]([O:17][C:18]([CH2:19][N:43]3[CH2:42][CH2:41][CH2:44]3)([CH3:21])[CH3:22])[cH:15][n:16]2)[c:5](=[O:9])[n:6]([CH3:8])[n:7]1. Starting materials: C=CC(C)(C)CC(=O)OC, CNC, CC#N, FC(F)(Cl)C(Cl)(Cl)Cl, Cl, O=C(c1ccccc1)C(O)c1ccccc1. Yields the product COC(=O)CC(C)(C)C(Cl)CC(Cl)(Cl)C(F)(F)Cl. As a reaction SMILES: [CH3:1][O:2][C:3]([CH2:4][C:5]([CH:6]=[CH2:7])([CH3:8])[CH3:9])=[O:10].[CH3:36][NH:37][CH3:38].[CH3:39][C:40]#[N:41].[Cl:11][C:12]([C:13]([F:14])([F:15])[Cl:16])([Cl:17])[Cl:18].[ClH:35].[OH:19][CH:20]([c:21]1[cH:22][cH:23][cH:24][cH:25][cH:26]1)[C:27]([c:28]1[cH:29][cH:30][cH:31][cH:32][cH:33]1)=[O:34]>>[CH3:1][O:2][C:3]([CH2:4][C:5]([CH:6]([CH2:7][C:12]([Cl:11])([C:13]([F:14])([F:15])[Cl:16])[Cl:17])[Cl:35])([CH3:8])[CH3:9])=[O:10].